Dataset: the Open Reaction Database (ORD), a public repository of structured organic reaction records. Task: describe an organic reaction: reactants, conditions, products, and yield The reactants are CCI, C1CCOC1, CC(C)[N-]C(C)C, [Li+], O=S(=O)(c1ccccc1)n1ccc2c(Br)cncc21. Product: CCc1cc2c(Br)cncc2n1S(=O)(=O)c1ccccc1. Reaction SMILES: [CH2:28]([I:29])[CH3:30].[CH2:31]1[O:32][CH2:33][CH2:34][CH2:35]1.[CH:20]([CH3:21])([N-:22][CH:23]([CH3:24])[CH3:25])[CH3:26].[Li+:27].[c:1]1([S:7](=[O:8])(=[O:9])[n:10]2[cH:11][cH:12][c:13]3[c:14]2[cH:15][n:16][cH:17][c:18]3[Br:19])[cH:2][cH:3][cH:4][cH:5][cH:6]1>>[c:1]1([S:7](=[O:8])(=[O:9])[n:10]2[c:11]([CH2:20][CH3:21])[cH:12][c:13]3[c:14]2[cH:15][n:16][cH:17][c:18]3[Br:19])[cH:2][cH:3][cH:4][cH:5][cH:6]1. Starting materials: S1C(=CC=C1)C1=CC=C(C=O)C=C1 (4-(2-thienyl)benzaldehyde), N1(N=CC=C1)C1=CC=C(C=O)C=C1 (4-(1H-pyrazol-1-yl)-benzaldehyde). Product: S1C(=CC=C1)C1=CC=C(C=C1)/C=C/C=O ((2E)-3-[4-(2-thienyl)phenyl]-2-propenal). As a reaction SMILES: [S:1]1[CH:5]=[CH:4][CH:3]=[C:2]1[C:6]1[CH:13]=[CH:12][C:9]([CH:10]=O)=[CH:8][CH:7]=1.N1(C2C=C[C:22]([CH:23]=[O:24])=CC=2)C=CC=N1>>[S:1]1[CH:5]=[CH:4][CH:3]=[C:2]1[C:6]1[CH:13]=[CH:12][C:9](/[CH:10]=[CH:22]/[CH:23]=[O:24])=[CH:8][CH:7]=1. Procedure: The title compound was prepared by a procedure analogous to Reference Example 30 by substituting 4-(2-thienyl)benzaldehyde (prepared as described in J. Med. Chem. 1998, 41, 2390) for the 4-(1H-pyrazol-1-yl)-benzaldehyde of Reference Example 30. MS 215 (M+H)+. Reactants: CC=1N=C(C2=C(N1)N(C(=C2C)C)C2=C(C=C(C=C2C)C)C)C(CC)(CC)O (3-[2,5,6-trimethyl-7-(2,4,6-trimethyl-phenyl)-7H-pyrrolo[2,3-d]pyrimidin-4-yl]-pentan-3-ol), S(O)(O)(=O)=O (sulfuric acid), C(C)(=O)O (acetic acid), CC1=CC=C(C=C1)COC(=O)NNC(=O)C2=NC=CN=C2 (pH10), [OH-].[Na+] (NaOH). The solvent is O (water). The product is C(C)C(=CC)C=1C2=C(N=C(N1)C)N(C(=C2C)C)C2=C(C=C(C=C2C)C)C (4-(1-Ethyl-propenyl)-2,5,6-trimethyl-7-(2,4,6-trimethylphenyl)-7H-pyrrolo[2,3-d]pyrimidine). Isolated yield 101.4%. As a reaction SMILES: [CH3:1][C:2]1[N:3]=[C:4]([C:22](O)([CH2:25][CH3:26])[CH2:23][CH3:24])[C:5]2[C:10]([CH3:11])=[C:9]([CH3:12])[N:8]([C:13]3[C:18]([CH3:19])=[CH:17][C:16]([CH3:20])=[CH:15][C:14]=3[CH3:21])[C:6]=2[N:7]=1.S(=O)(=O)(O)O.C(O)(=O)C.CC1C=CC(COC(NNC(C2C=NC=CN=2)=O)=O)=CC=1.[OH-].[Na+]>O>[CH2:25]([C:22]([C:4]1[C:5]2[C:10]([CH3:11])=[C:9]([CH3:12])[N:8]([C:13]3[C:14]([CH3:21])=[CH:15][C:16]([CH3:20])=[CH:17][C:18]=3[CH3:19])[C:6]=2[N:7]=[C:2]([CH3:1])[N:3]=1)=[CH:23][CH3:24])[CH3:26] |f:4.5|. Reported procedure: A mixture of 3-[2,5,6-trimethyl-7-(2,4,6-trimethyl-phenyl)-7H-pyrrolo[2,3-d]pyrimidin-4-yl]-pentan-3-ol (0.041 g, 0.122 mmol), concentrated sulfuric acid (0.055 g, 0.56 mmol) and acetic acid (0.136 g, 2.27 mmol) was heated to reflux for 1 hour, cooled, diluted with water, basified to pH10 with 2 N NaOH and extracted with ethyl acetate. The organic layer was washed with brine, dried and concentrated to dryness to give 43 mg of the title compound as a clear oil. The oil was purified through silica... Reactants: C(\C=C\C=CC=CCCCC)(=O)[O-] (trans-2,4,6-undecatrienoate), [Li] (lithium), [H-] (hydride), resultant mixture, O (water). Solvent: CCOCC (ether), CCOCC (ether). The product is C(\C=C\C=CC=CCCCC)O (trans-2,4,6-undecatrien-1-ol). Isolated yield 64.7%. Reaction SMILES: [C:1]([O-])(=[O:12])/[CH:2]=[CH:3]/[CH:4]=[CH:5][CH:6]=[CH:7][CH2:8][CH2:9][CH2:10][CH3:11].[Li].[H-].O>CCOCC>[CH2:1]([OH:12])/[CH:2]=[CH:3]/[CH:4]=[CH:5][CH:6]=[CH:7][CH2:8][CH2:9][CH2:10][CH3:11] |^1:13|. Reported procedure: To a solution of ethyl trans, trans, trans-2,4,6-undecatrienoate (12 g) in dry ether (300 ml) was added little by little, lithium alminum hydride (1.6 g) with stirring under ice-cooling in the course of 30 minutes and then the mixture was stirred for 30 minutes at ambient temperature. To the resultant mixture was added ether containing water and then insoluble materials was removed by filtration. The filtrate was washed with water, dried over magnesium sulfate and concentrated under reduced pres... The reactants are CC(C)C(=O)Nc1cccc(C2CCNCC2)c1, O=Cc1ccc2c(c1)OCCO2. Yields the product CC(C)C(=O)Nc1cccc(C2CCN(Cc3ccc4c(c3)OCCO4)CC2)c1. RXN SMILES: [CH3:13][CH:14]([C:15](=[O:16])[NH:17][c:18]1[cH:19][c:20]([CH:24]2[CH2:25][CH2:26][NH:27][CH2:28][CH2:29]2)[cH:21][cH:22][cH:23]1)[CH3:30].[O:1]1[CH2:2][CH2:3][O:4][c:5]2[c:6]1[cH:7][cH:8][c:9]([CH:11]=[O:12])[cH:10]2>>[O:1]1[CH2:2][CH2:3][O:4][c:5]2[c:6]1[cH:7][cH:8][c:9]([CH2:11][N:27]1[CH2:26][CH2:25][CH:24]([c:20]3[cH:19][c:18]([NH:17][C:15]([CH:14]([CH3:13])[CH3:30])=[O:16])[cH:23][cH:22][cH:21]3)[CH2:29][CH2:28]1)[cH:10]2. The reactants are C(C1=CC=CC=C1)Br (Benzyl bromide), [Si](C1=CC=CC=C1)(C1=CC=CC=C1)(C(C)(C)C)OC[C@@H]1[C@H]([C@@H]([C@H]([C@H](OC)O1)O)O)O (methyl 6-O-tert-butyldiphenylsilyl-β-D-glucopyranoside), [H-].[Na+] (sodium hydride). Reagents/catalysts: [I-].C(CCC)[N+](CCCC)(CCCC)CCCC (tetrabutylammonium iodide). The solvent is C1CCOC1 (THF), C1CCOC1 (THF). Reaction conditions: time 5 minute. Yields the product [Si](C1=CC=CC=C1)(C1=CC=CC=C1)(C(C)(C)C)OC[C@@H]1[C@H]([C@@H]([C@H]([C@H](OC)O1)OCC1=CC=CC=C1)OCC1=CC=CC=C1)OCC1=CC=CC=C1 (Methyl 6-O-tert-butyldiphenylsilyl-2,3,4-tri-O-benzyl-β-D-glucopyranoside). Isolated yield 68.9%. As a reaction SMILES: [H-].[Na+].[Si:3]([O:20][CH2:21][C@H:22]1[O:29][C@@H:26]([O:27][CH3:28])[C@H:25]([OH:30])[C@@H:24]([OH:31])[C@@H:23]1[OH:32])([C:16]([CH3:19])([CH3:18])[CH3:17])([C:10]1[CH:15]=[CH:14][CH:13]=[CH:12][CH:11]=1)[C:4]1[CH:9]=[CH:8][CH:7]=[CH:6][CH:5]=1.[CH2:33](Br)[C:34]1[CH:39]=[CH:38][CH:37]=[CH:36][CH:35]=1>C1COCC1.[I-].C([N+](CCCC)(CCCC)CCCC)CCC>[Si:3]([O:20][CH2:21][C@H:22]1[O:29][C@@H:26]([O:27][CH3:28])[C@H:25]([O:30][CH2:33][C:34]2[CH:39]=[CH:38][CH:37]=[CH:36][CH:35]=2)[C@@H:24]([O:31][CH2:33][C:34]2[CH:39]=[CH:38][CH:37]=[CH:36][CH:35]=2)[C@@H:23]1[O:32][CH2:33][C:34]1[CH:39]=[CH:38][CH:37]=[CH:36][CH:35]=1)([C:16]([CH3:17])([CH3:18])[CH3:19])([C:10]1[CH:15]=[CH:14][CH:13]=[CH:12][CH:11]=1)[C:4]1[CH:9]=[CH:8][CH:7]=[CH:6][CH:5]=1 |f:0.1,5.6|. Procedure: To a stirred suspension of sodium hydride (1.67 g, 41.6 mmol) in 100 mL of dry THF was added at 0° C. a solution of methyl 6-O-tert-butyldiphenylsilyl-β-D-glucopyranoside (4.0 g, 9.25 mmol) in 50 mL of dry THF. After 5 minutes, the suspension was warmed to room temperature and stirred for 1 hour. Benzyl bromide (5.50 mL, 46.2 mmol) was added at room temperature followed by tetrabutylammonium iodide (341 mg, 0.93 mmol). The suspension was warmed to 50° C. and stirred for 4 days. After quenching w... Starting materials: N#Cc1cc(Cl)ccn1, OC1CCN(c2ccc3nnc(C(F)(F)F)n3n2)CC1. Product: N#Cc1cc(OC2CCN(c3ccc4nnc(C(F)(F)F)n4n3)CC2)ccn1. As a reaction SMILES: [Cl:1][c:2]1[cH:3][c:4]([C:8]#[N:9])[n:5][cH:6][cH:7]1.[F:10][C:11]([c:12]1[n:13][n:14][c:15]2[n:16]1[n:17][c:18]([N:21]1[CH2:22][CH2:23][CH:24]([OH:27])[CH2:25][CH2:26]1)[cH:19][cH:20]2)([F:28])[F:29]>>[c:2]1([O:27][CH:24]2[CH2:23][CH2:22][N:21]([c:18]3[n:17][n:16]4[c:12]([C:11]([F:10])([F:28])[F:29])[n:13][n:14][c:15]4[cH:20][cH:19]3)[CH2:26][CH2:25]2)[cH:3][c:4]([C:8]#[N:9])[n:5][cH:6][cH:7]1.